This data is from the Open Reaction Database (ORD), a public repository of structured organic reaction records. The task is: describe an organic reaction: reactants, conditions, products, and yield Starting materials: C=Cc1cnc(C)cn1, CC(C)c1ccc2[nH]c3c(c2c1)CN(C)CC3, [K+], [OH-], O. Product: Cc1cnc(CCn2c3c(c4cc(C(C)C)ccc42)CN(C)CC3)cn1. Reaction SMILES: [CH3:20][c:21]1[n:22][cH:23][c:24]([CH:27]=[CH2:28])[n:25][cH:26]1.[CH:1]([CH3:2])([CH3:3])[c:4]1[cH:5][c:6]2[c:7]3[c:8]([nH:9][c:10]2[cH:11][cH:12]1)[CH2:13][CH2:14][N:15]([CH3:17])[CH2:16]3.[K+:19].[OH-:18].[OH2:29]>>[CH:1]([CH3:2])([CH3:3])[c:4]1[cH:5][c:6]2[c:7]3[c:8]([n:9]([CH2:28][CH2:27][c:24]4[cH:23][n:22][c:21]([CH3:20])[cH:26][n:25]4)[c:10]2[cH:11][cH:12]1)[CH2:13][CH2:14][N:15]([CH3:17])[CH2:16]3.